This data is from the Open Reaction Database (ORD), a public repository of structured organic reaction records. The task is: describe an organic reaction: reactants, conditions, products, and yield The reactants are BrCC=1C(=CC=C2N=CC(=NC12)OC)F (8-bromomethyl-7-fluoro-2-(methyloxy)quinoxaline), [C-]#N.[K+] (potassium cyanide), [C-]#N.[K+] (potassium cyanide). Run in CN(C=O)C (dimethylformamide). Reaction conditions: temperature 50 celsius, time 8 hour. The product is FC=1C(=C2N=C(C=NC2=CC1)OC)CC#N ([6-Fluoro-3-(methyloxy)-5-quinoxalinyl]acetonitrile). Yield: 56.9%. As a reaction SMILES: Br[CH2:2][C:3]1[C:4]([F:15])=[CH:5][CH:6]=[C:7]2[C:12]=1[N:11]=[C:10]([O:13][CH3:14])[CH:9]=[N:8]2.[C-:16]#[N:17].[K+]>CN(C)C=O>[F:15][C:4]1[C:3]([CH2:2][C:16]#[N:17])=[C:12]2[C:7](=[CH:6][CH:5]=1)[N:8]=[CH:9][C:10]([O:13][CH3:14])=[N:11]2 |f:1.2|. Reported procedure: A mixture of 8-bromomethyl-7-fluoro-2-(methyloxy)quinoxaline (5.89 g, 20 mmol) and potassium cyanide (3.2 g, 49 mmol) in dimethylformamide (125 ml) was heated at 50° C. for approx. 40 h. More potassium cyanide (0.8 g) was added and heating continued at 60° C. for ˜8 h. The mixture was then evaporated and the residue was dissolved in dichloromethane and washed with water. The aqueous phase was extracted twice with dichloromethane and the combined organic fractions were dried and evaporated. Chrom...